From a dataset of the Open Reaction Database (ORD), a public repository of structured organic reaction records. describe an organic reaction: reactants, conditions, products, and yield Reactants: BrC=1C=C2C(=NC1)O[C@@]1(C2)CN2CCC1CC2 ((2′R)-5′-bromospiro[1-azabicyclo[2.2.2]octane-3,2′(3′H)-furo[2,3-b]pyridine]), C(CCC)[Sn](C1=COC2=C1C=CC=C2)(CCCC)CCCC (3-tri-n-butylstannylbenzofuran). Yields the product O1C=C(C2=C1C=CC=C2)C=2C=C1C(=NC2)O[C@@]2(C1)CN1CCC2CC1 ((2′R)-5′-(Benzofuran-3-yl)spiro[1-azabicyclo[2.2.2]octane-3,2′(3′H)-furo[2,3-b]pyridine]). Reaction SMILES: Br[C:2]1[CH:3]=[C:4]2[CH2:10][C@:9]3([CH:15]4[CH2:16][CH2:17][N:12]([CH2:13][CH2:14]4)[CH2:11]3)[O:8][C:5]2=[N:6][CH:7]=1.C([Sn](CCCC)(CCCC)[C:23]1[C:27]2[CH:28]=[CH:29][CH:30]=[CH:31][C:26]=2[O:25][CH:24]=1)CCC>>[O:25]1[C:26]2[CH:31]=[CH:30][CH:29]=[CH:28][C:27]=2[C:23]([C:2]2[CH:3]=[C:4]3[CH2:10][C@:9]4([CH:15]5[CH2:16][CH2:17][N:12]([CH2:13][CH2:14]5)[CH2:11]4)[O:8][C:5]3=[N:6][CH:7]=2)=[CH:24]1. Procedure: Prepared by a method analogous to that described for the preparation of Example 4 from (2′R)-5′-bromospiro[1-azabicyclo[2.2.2]octane-3,2′(3′H)-furo[2,3-b]pyridine] and 3-tri-n-butylstannylbenzofuran. The title compound was obtained as a colourless solid; m/e 333 (MH+). Reactants: Fc1cc(C2CCC3(CC2)OCCO3)cc(F)c1F, Cc1ccccc1, O=CO, O. Yields the product O=C1CCC(c2cc(F)c(F)c(F)c2)CC1. RXN SMILES: [CH2:11]1[O:12][C:13]2([CH2:14][CH2:15][CH:16]([c:19]3[cH:20][c:21]([F:27])[c:22]([F:26])[c:23]([F:25])[cH:24]3)[CH2:17][CH2:18]2)[O:29][CH2:28]1.[CH3:4][c:5]1[cH:6][cH:7][cH:8][cH:9][cH:10]1.[CH:1]([OH:2])=[O:3].[OH2:30]>>[O:12]=[C:13]1[CH2:14][CH2:15][CH:16]([c:19]2[cH:20][c:21]([F:27])[c:22]([F:26])[c:23]([F:25])[cH:24]2)[CH2:17][CH2:18]1. Starting materials: ClC1=CC=C(OC2=CC=C(C=C2)O)C=C1 (p-(p-chlorophenoxy)-phenol), [Na] (sodium), BrC(C(=O)OCC)C (ethyl 2-bromo-propionate). Run in C(C)O (ethanol). Yields the product ClC1=CC=C(OC2=CC=C(OC(C(=O)OCC)C)C=C2)C=C1 (Ethyl (±)-2-[4-(4-chlorophenoxy)-phenoxy]-propionate). RXN SMILES: Br[CH:2]([CH3:8])[C:3]([O:5][CH2:6][CH3:7])=[O:4].[Cl:9][C:10]1[CH:23]=[CH:22][C:13]([O:14][C:15]2[CH:20]=[CH:19][C:18]([OH:21])=[CH:17][CH:16]=2)=[CH:12][CH:11]=1.[Na]>C(O)C>[Cl:9][C:10]1[CH:23]=[CH:22][C:13]([O:14][C:15]2[CH:20]=[CH:19][C:18]([O:21][CH:2]([CH3:8])[C:3]([O:5][CH2:6][CH3:7])=[O:4])=[CH:17][CH:16]=2)=[CH:12][CH:11]=1 |^1:23|. Procedure details: 20.9 g (0.115 mol) of ethyl 2-bromo-propionate are run over the course of 30 minutes into a hot solution of 23 g (0.1045 mol) of p-(p-chlorophenoxy)-phenol and 2.4 g (0.1045 mol) of sodium in 90 ml of anhydrous ethanol and the mixture is then heated to the reflux temperature for 2 hours. The inorganic salts are removed by filtration and the ethanol is driven off under reduced pressure. After having dissolved the residue in diethyl ether, washed the solution with water, dried the organic phase ov... Yields the product Brc1ccc(OCc2ccccc2)nc1. Reaction SMILES: [Br:1][c:2]1[n:3][cH:4][c:5]([Br:8])[cH:6][cH:7]1.[CH2:19]1[O:20][CH2:21][CH2:22][O:23][c:24]2[c:25]([cH:26][cH:27][cH:28][cH:29]2)[O:30][CH2:31][CH2:32][O:33][CH2:34][CH2:35][O:36][c:37]2[c:38]([cH:39][cH:40][cH:41][cH:42]2)[O:43][CH2:44]1.[CH3:45][c:46]1[cH:47][cH:48][cH:49][cH:50][cH:51]1.[K+:18].[OH-:17].[OH2:52].[OH:9][CH2:10][c:11]1[cH:12][cH:13][cH:14][cH:15][cH:16]1>>[c:2]1([O:9][CH2:10][c:11]2[cH:12][cH:13][cH:14][cH:15][cH:16]2)[n:3][cH:4][c:5]([Br:8])[cH:6][cH:7]1. The reactants are Brc1ccc(Br)nc1, c1ccc2c(c1)OCCOCCOc1ccccc1OCCOCCO2, Cc1ccccc1, [K+], [OH-], O, OCc1ccccc1. Reactants: C(C)OC(C1=C(C=CC=C1)C=C[C@H](CO)N)=O (2-((R)-3-amino-4-hydroxy-but-1-enyl)-benzoic acid ethyl ester), C1CCC2=NCCCN2CC1 (DBU). The solvent is C1(=CC=CC=C1)C.C(C)#N (toluene acetonitrile). Run at time 18 hour. Yields the product OC[C@H]1C=CC2=C(C(N1)=O)C=CC=C2 ((R)-3-Hydroxymethyl-2,3-dihydrobenzo[c]azepin-1-one). Reaction SMILES: C([O:3][C:4](=O)[C:5]1[CH:10]=[CH:9][CH:8]=[CH:7][C:6]=1[CH:11]=[CH:12][C@@H:13]([NH2:16])[CH2:14][OH:15])C.C1CCN2C(=NCCC2)CC1>C1(C)C=CC=CC=1.C(#N)C>[OH:15][CH2:14][C@@H:13]1[NH:16][C:4](=[O:3])[C:5]2[CH:10]=[CH:9][CH:8]=[CH:7][C:6]=2[CH:11]=[CH:12]1 |f:2.3|. Procedure details: To a solution of 2-((R)-3-amino-4-hydroxy-but-1-enyl)-benzoic acid ethyl ester (1.8 g, 7.65 mmol) in 1:1 toluene/acetonitrile (4 mL) is added DBU (1 mL, 6.45 mmol) and stirred at RT for 18 h. The white precipitate is filtered to give the title compound: (M+1)+=190.